This data is from the Open Reaction Database (ORD), a public repository of structured organic reaction records. The task is: describe an organic reaction: reactants, conditions, products, and yield Reactants: C(C)(C)(C)C1=CC=C(C(=O)C=2C(=C3C(CC(OC3=CC2C(C)C)(C)C)=O)C2=CC=C(C=C2)F)C=C1 (6-(4-tert-Butylbenzoyl)-5-(4-fluorophenyl)-7-isopropyl-2,2-dimethyl-2,3-dihydro-4H-chromen-4-one), N[C@H]1[C@H](CC2=CC=CC=C12)O ((1R,2S)-1-aminoindan-2-ol), CO (Methanol). Solvent: O1CCCC1 (tetrahydrofuran), O1CCCC1 (tetrahydrofuran). Run at temperature 0 celsius, time 8 hour. Yields the product C(C)(C)(C)C1=CC=C(C=C1)C(=O)C=1C(=C2[C@H](CC(OC2=CC1C(C)C)(C)C)O)C1=CC=C(C=C1)F ((4-tert-Butylphenyl)[(4S)-5-(4-fluorophenyl)-4-hydroxy-7-isopropyl-2,2-dimethyl-3,4-dihydro-2H-chromen-6-yl]methanone). As a reaction SMILES: N[C@@H]1C2C(=CC=CC=2)C[C@@H]1O.[C:12]([C:16]1[CH:46]=[CH:45][C:19]([C:20]([C:22]2[C:23]([C:38]3[CH:43]=[CH:42][C:41]([F:44])=[CH:40][CH:39]=3)=[C:24]3[C:29](=[CH:30][C:31]=2[CH:32]([CH3:34])[CH3:33])[O:28][C:27]([CH3:36])([CH3:35])[CH2:26][C:25]3=[O:37])=[O:21])=[CH:18][CH:17]=1)([CH3:15])([CH3:14])[CH3:13].CO>O1CCCC1>[C:12]([C:16]1[CH:17]=[CH:18][C:19]([C:20]([C:22]2[C:23]([C:38]3[CH:39]=[CH:40][C:41]([F:44])=[CH:42][CH:43]=3)=[C:24]3[C:29](=[CH:30][C:31]=2[CH:32]([CH3:34])[CH3:33])[O:28][C:27]([CH3:35])([CH3:36])[CH2:26][C@@H:25]3[OH:37])=[O:21])=[CH:45][CH:46]=1)([CH3:14])([CH3:15])[CH3:13]. Procedure: 78 μl (540 μmol) of borane/N,N-diethylaniline complex are added slowly to a solution of 2.46 mg (20 μmol) of (1R,2S)-1-aminoindan-2-ol in 2 ml of tetrahydrofuran. The mixture is then cooled to 0° C., and a solution of 52 mg (110 μmol) of 6-(4-tert-butylbenzoyl)-5-(4-fluorophenyl)-7-isopropyl-2,2-dimethyl-2,3-dihydro-4H-chromen-4-one (Example 29A) in 3 ml of tetrahydrofuran are slowly added dropwise. The mixture is then allowed to thaw slowly and stirred at room temperature overnight. Methanol is... The reactants are BrC1=C(C(=O)O)C=C(C=C1C)OC (2-bromo-5-methoxy-3-methyl-benzoic acid), C=1C=CC(=CC1)P(=O)(C=2C=CC=CC2)N=[N+]=[N-] (DPPA), C(C)(C)(C)O (tert-butanol), C(C)(C)N(CC)C(C)C (diisopropylethylamine). Conditions: temperature 80 celsius, time 5 minute. Yields the product C(C)(C)(C)OC(NC1=C(C(=CC(=C1)OC)C)Br)=O ((2-bromo-5-methoxy-3-methyl-phenyl)-carbamic acid tert-butyl ester). Isolated yield 70.0%. Reaction SMILES: [Br:1][C:2]1[C:10](C)=[CH:9][C:8]([O:12][CH3:13])=[CH:7][C:3]=1[C:4](O)=O.C1C=CC(P(N=[N+]=[N-])(C2C=CC=CC=2)=[O:21])=CC=1.C([N:34]([CH:37](C)C)CC)(C)C.[C:40]([OH:44])([CH3:43])([CH3:42])[CH3:41]>>[C:40]([O:44][C:37](=[O:21])[NH:34][C:10]1[CH:9]=[C:8]([O:12][CH3:13])[CH:7]=[C:3]([CH3:4])[C:2]=1[Br:1])([CH3:43])([CH3:42])[CH3:41]. Reported procedure: A solution of 2-bromo-5-methoxy-3-methyl-benzoic acid ((Example 198: step a) 3.39 g, 13.8 mmol) in dry tert-butanol was treated with DPPA (3.58 mL, 16.6 mmol) dropwise and stirred 5 min. The solution was treated with diisopropylethylamine (2.89 mL, 16.6 mmol) and heated to 80° C. 17.5 h. Tert-butanol was removed in vacuo. The residue was taken up in EtOAc and washed with saturated aqueous NaHCO3 (2×60 mL) and water (1×60 mL). The combined organic layers were dried over MgSO4 and concentrated in ... Reactants: N#CN1c2ccccc2C=C([N+](=O)[O-])c2ccccc21, NC(=O)N1c2ccccc2C=C([N+](=O)[O-])c2ccccc21, CC(=O)O, Clc1ccccc1. Yields the product NC(=O)N1c2ccccc2CC(=O)c2ccccc21. Reaction SMILES: [C:1]([N:2]1[c:3]2[cH:4][cH:5][cH:6][cH:7][c:8]2[C:9]([N+:10]([O-:11])=[O:15])=[CH:12][c:13]2[cH:14][cH:16][cH:17][cH:18][c:19]21)#[N:20].[C:21]([NH2:22])(=[O:23])[N:24]1[c:25]2[c:26]([cH:38][cH:39][cH:40][cH:41]2)[CH:27]=[C:28]([N+:35]([O-:36])=[O:37])[c:29]2[c:30]1[cH:31][cH:32][cH:33][cH:34]2.[CH3:49][C:50](=[O:51])[OH:52].[Cl:42][c:43]1[cH:44][cH:45][cH:46][cH:47][cH:48]1>>[O:15]=[C:28]1[CH2:27][c:26]2[c:25]([cH:41][cH:40][cH:39][cH:38]2)[N:24]([C:21]([NH2:22])=[O:23])[c:30]2[c:29]1[cH:34][cH:33][cH:32][cH:31]2. The reactants are O=C(O)c1cc2c(OCC3CCC3)cccc2[nH]1, Cl, Cl, Cl, CC(CN1CCC(N)CC1)N1CCC(O)CC1. The product is CC(CN1CCC(NC(=O)c2cc3c(OCC4CCC4)cccc3[nH]2)CC1)N1CCC(O)CC1. As a reaction SMILES: [CH:1]1([CH2:5][O:6][c:7]2[c:8]3[cH:9][c:10]([C:16](=[O:17])[OH:18])[nH:11][c:12]3[cH:13][cH:14][cH:15]2)[CH2:2][CH2:3][CH2:4]1.[ClH:19].[ClH:20].[ClH:21].[NH2:22][CH:23]1[CH2:24][CH2:25][N:26]([CH2:29][CH:30]([CH3:31])[N:32]2[CH2:33][CH2:34][CH:35]([OH:38])[CH2:36][CH2:37]2)[CH2:27][CH2:28]1>>[CH:1]1([CH2:5][O:6][c:7]2[c:8]3[cH:9][c:10]([C:16](=[O:18])[NH:22][CH:23]4[CH2:24][CH2:25][N:26]([CH2:29][CH:30]([CH3:31])[N:32]5[CH2:33][CH2:34][CH:35]([OH:38])[CH2:36][CH2:37]5)[CH2:27][CH2:28]4)[nH:11][c:12]3[cH:13][cH:14][cH:15]2)[CH2:2][CH2:3][CH2:4]1. RXN SMILES: [C:19]([CH3:20])(=[O:21])[Br:22].[CH2:1]([c:2]1[cH:3][cH:4][cH:5][cH:6][cH:7]1)[O:8][C:9](=[O:10])[NH:11][CH:12]([CH:13]([OH:14])[CH3:15])[C:16](=[O:17])[OH:18].[CH3:23][C:24](=[O:25])[OH:26]>>[CH2:1]([c:2]1[cH:3][cH:4][cH:5][cH:6][cH:7]1)[O:8][C:9](=[O:10])[NH:11][CH:12]([CH:13]([O:14][C:19]([CH3:20])=[O:21])[CH3:15])[C:16](=[O:17])[OH:18]. Starting materials: CC(=O)Br, CC(O)C(NC(=O)OCc1ccccc1)C(=O)O, CC(=O)O. Product: CC(=O)OC(C)C(NC(=O)OCc1ccccc1)C(=O)O. Starting materials: CC(C)(C)[Si](C)(C)O[Si](C)(C)C(C)(C)C, O=C([O-])O, [Li]CCCC, CC(C)NC(C)C, COc1cccc(C=O)c1, [Na+], C1CCOC1, OCc1ccncc1. Yields the product COc1cccc(C(O)C(O)c2ccncc2)c1. RXN SMILES: [C:13]([Si:14]([O:15][Si:16]([CH3:17])([CH3:18])[C:19]([CH3:20])([CH3:21])[CH3:22])([CH3:23])[CH3:24])([CH3:25])([CH3:26])[CH3:27].[C:46](=[O:47])([O-:48])[OH:49].[CH2:8]([Li:9])[CH2:10][CH2:11][CH3:12].[CH:1]([NH:2][CH:3]([CH3:4])[CH3:5])([CH3:6])[CH3:7].[CH:36]([c:37]1[cH:38][c:39]([O:43][CH3:44])[cH:40][cH:41][cH:42]1)=[O:45].[Na+:50].[O:51]1[CH2:52][CH2:53][CH2:54][CH2:55]1.[n:28]1[cH:29][cH:30][c:31]([CH2:34][OH:35])[cH:32][cH:33]1>>[n:28]1[cH:29][cH:30][c:31]([CH:34]([OH:35])[CH:36]([c:37]2[cH:38][c:39]([O:43][CH3:44])[cH:40][cH:41][cH:42]2)[OH:45])[cH:32][cH:33]1. The reactants are BrB(Br)Br, COc1ccc(-c2c(=O)[nH]c3cc(Cl)c(Cl)cc3[n+]2[O-])cc1, ClCCl. The product is O=c1[nH]c2cc(Cl)c(Cl)cc2[n+]([O-])c1-c1ccc(O)cc1. As a reaction SMILES: [B:23]([Br:24])([Br:25])[Br:26].[Cl:1][c:2]1[cH:3][c:4]2[n+:5]([O-:22])[c:6](-[c:14]3[cH:15][cH:16][c:17]([O:20][CH3:21])[cH:18][cH:19]3)[c:7](=[O:13])[nH:8][c:9]2[cH:10][c:11]1[Cl:12].[Cl:27][CH2:28][Cl:29]>>[Cl:1][c:2]1[cH:3][c:4]2[n+:5]([O-:22])[c:6](-[c:14]3[cH:15][cH:16][c:17]([OH:20])[cH:18][cH:19]3)[c:7](=[O:13])[nH:8][c:9]2[cH:10][c:11]1[Cl:12]. Starting materials: Cn1cc(C(=O)C(=O)O)c2ccccc21, CC#N, NC(c1ccccc1)c1ccccc1. Product: Cn1cc(C(=O)C(=O)NC(c2ccccc2)c2ccccc2)c2ccccc21. Reaction SMILES: [CH3:1][n:2]1[cH:3][c:4]([C:11]([C:12](=[O:13])[OH:14])=[O:15])[c:5]2[cH:6][cH:7][cH:8][cH:9][c:10]12.[CH3:30][C:31]#[N:32].[c:16]1([CH:22]([c:23]2[cH:24][cH:25][cH:26][cH:27][cH:28]2)[NH2:29])[cH:17][cH:18][cH:19][cH:20][cH:21]1>>[CH3:1][n:2]1[cH:3][c:4]([C:11]([C:12](=[O:14])[NH:29][CH:22]([c:16]2[cH:17][cH:18][cH:19][cH:20][cH:21]2)[c:23]2[cH:24][cH:25][cH:26][cH:27][cH:28]2)=[O:15])[c:5]2[cH:6][cH:7][cH:8][cH:9][c:10]12. Starting materials: CC1(C)Oc2ccc(C#N)cc2C(N)C1O, CCOC(=NC#N)c1ccccc1, CN(C)C=O, CCOC(C)=O. The product is CC1(C)Oc2ccc(C#N)cc2C(NC(=NC#N)c2ccccc2)C1O. As a reaction SMILES: [C:14](#[N:15])[c:16]1[cH:17][c:18]2[c:19]([cH:28][cH:29]1)[O:20][C:21]([CH3:26])([CH3:27])[CH:22]([OH:25])[CH:23]2[NH2:24].[C:1](#[N:2])[N:3]=[C:4]([c:5]1[cH:6][cH:7][cH:8][cH:9][cH:10]1)[O:11][CH2:12][CH3:13].[CH3:30][N:31]([CH3:32])[CH:33]=[O:34].[CH3:35][CH2:36][O:37][C:38](=[O:39])[CH3:40]>>[C:1](#[N:2])[N:3]=[C:4]([c:5]1[cH:6][cH:7][cH:8][cH:9][cH:10]1)[NH:24][CH:23]1[c:18]2[cH:17][c:16]([C:14]#[N:15])[cH:29][cH:28][c:19]2[O:20][C:21]([CH3:26])([CH3:27])[CH:22]1[OH:25]. Starting materials: C=CCOC(=O)NC(CC(=O)OCC)c1cccc([N+](=O)[O-])c1, CCO, [Na+], [OH-], Cl[Sn]Cl. Yields the product C=CCOC(=O)NC(CC(=O)OCC)c1cccc(N)c1. Reaction SMILES: [CH2:4]([CH:5]=[CH2:6])[O:7][C:8](=[O:9])[NH:10][CH:11]([CH2:12][C:13](=[O:14])[O:15][CH2:16][CH3:17])[c:18]1[cH:19][c:20]([N+:24]([O-:25])=[O:26])[cH:21][cH:22][cH:23]1.[CH3:29][CH2:30][OH:31].[Na+:28].[OH-:27].[Sn:1]([Cl:2])[Cl:3]>>[CH2:4]([CH:5]=[CH2:6])[O:7][C:8](=[O:9])[NH:10][CH:11]([CH2:12][C:13](=[O:14])[O:15][CH2:16][CH3:17])[c:18]1[cH:19][c:20]([NH2:24])[cH:21][cH:22][cH:23]1.